Dataset: the Open Reaction Database (ORD), a public repository of structured organic reaction records. Task: describe an organic reaction: reactants, conditions, products, and yield RXN SMILES: [CH:1]12[CH2:10][CH:5]3[CH2:6][CH:7]([CH2:9][CH:3]([CH2:4]3)[CH:2]1[NH:11][C:12]([C:14]1[CH:15]=[N:16][N:17]([C:20]3[CH:25]=[CH:24][CH:23]=[CH:22][CH:21]=3)[C:18]=1Cl)=[O:13])[CH2:8]2.[CH3:26][O:27][CH2:28][CH2:29][CH2:30][NH2:31]>>[CH:1]12[CH2:10][CH:5]3[CH2:6][CH:7]([CH2:9][CH:3]([CH2:4]3)[CH:2]1[NH:11][C:12]([C:14]1[CH:15]=[N:16][N:17]([C:20]3[CH:25]=[CH:24][CH:23]=[CH:22][CH:21]=3)[C:18]=1[NH:31][CH2:30][CH2:29][CH2:28][O:27][CH3:26])=[O:13])[CH2:8]2. Product: C12C(C3CC(CC(C1)C3)C2)NC(=O)C=2C=NN(C2NCCCOC)C2=CC=CC=C2 (5-(3-Methoxy-propylamino)-1-phenyl-1H-pyrazole-4-carboxylic acid adamantan-2-ylamide). Reactants: C12C(C3CC(CC(C1)C3)C2)NC(=O)C=2C=NN(C2Cl)C2=CC=CC=C2 (5-chloro-1-phenyl-1H-pyrazole-4-carboxylic acid adamantan-2-ylamide), C12C(C3CC(CC(C1)C3)C2)NC(=O)C=2C=NN(C2Cl)C2=CC=CC=C2 (5-chloro-1-phenyl-1H-pyrazole-4-carboxylic acid adamantan-2-ylamide), COCCCN (3-methoxypropylamine). Reported procedure: 5-(3-Methoxy-propylamino)-1-phenyl-1H-pyrazole-4-carboxylic acid adamantan-2-ylamide was prepared using Procedure A from 5-chloro-1-phenyl-1H-pyrazole-4-carboxylic acid adamantan-2-ylamide (Intermediate 3) and 3-methoxypropylamine. Mass spectrum (ES) MH+=409. Starting materials: [Mg] (magnesium), 1,2-dibromoethanne, CN1N2C(C=NC3=C1C=CN=C3)=CC=C2 (5-methyl-5H-pyrido[3,4-f]-pyrrolo[1,2-b][1,2,5] triazepine), [Cl-].[NH4+] (ammonium chloride), BrCCC1=CC=CC=C1 (2-bromoethylbenzene). Solvent: O1CCCC1 (tetrahydrofuran), C(C)OCC (diethyl ether), O1CCCC1 (tetrahydrofuran). Run at time 1 hour. Yields the product CN1N2C(C(NC3=C1C=CN=C3)CCC3=CC=CC=C3)=CC=C2 (10,11-dihydro-5-methyl-10-(2-phenylethyl)-5H-pyrido-[3,4-f]pyrrolo[1,2-b][1,2,5]triazepine). As a reaction SMILES: [Mg].Br[CH2:3][CH2:4][C:5]1[CH:10]=[CH:9][CH:8]=[CH:7][CH:6]=1.[CH3:11][N:12]1[C:18]2[CH:19]=[CH:20][N:21]=[CH:22][C:17]=2[N:16]=[CH:15][C:14]2=[CH:23][CH:24]=[CH:25][N:13]12.[Cl-].[NH4+]>C(OCC)C.O1CCCC1>[CH3:11][N:12]1[C:18]2[CH:19]=[CH:20][N:21]=[CH:22][C:17]=2[NH:16][CH:15]([CH2:3][CH2:4][C:5]2[CH:10]=[CH:9][CH:8]=[CH:7][CH:6]=2)[C:14]2=[CH:23][CH:24]=[CH:25][N:13]12 |f:3.4|. Procedure: To 2.8 g of magnesium turnings in 20 ml of diethyl ether and 20 ml of tetrahydrofuran was added 1 ml of 1,2-dibromoethanne followed by 13.94 ml of 2-bromoethylbenzene (dropwise). After initiating the reaction with external heat, the mixture was stirred at room temperature for one hour and then treated, dropwise, with a solution of 10.0 g of 5-methyl-5H-pyrido[3,4-f]-pyrrolo[1,2-b][1,2,5] triazepine in 100 ml of tetrahydrofuran. The reaction mixture was then stirred at room temperature for two ho... Reactants: C(C)OC(C(C(=O)OCC)OC1=CC=CC=C1)=O (2-phenoxypropanedioicacid diethylester), C1(=CC=CC=C1)C(=C)O[Si](C)(C)C (1-phenyl-1-(trimethylsilyloxy)ethylene), N#N (N2). Run in CCCCCC.C(C)(=O)OCC (hexane ethyl acetate). Reaction conditions: temperature 100 celsius. Product: OC1=C(C(OC(=C1)C1=CC=CC=C1)=O)OC1=CC=CC=C1 (4-Hydroxy-3-phenoxy-6-phenyl-2H-pyran-2-one). Yield: 18.3%. As a reaction SMILES: C([O:3][C:4](=O)[CH:5]([O:11][C:12]1[CH:17]=[CH:16][CH:15]=[CH:14][CH:13]=1)[C:6](OCC)=[O:7])C.[C:19]1([C:25]([O:27][Si](C)(C)C)=[CH2:26])[CH:24]=[CH:23][CH:22]=[CH:21][CH:20]=1.N#N>CCCCCC.C(OCC)(=O)C>[OH:7][C:6]1[CH:26]=[C:25]([C:19]2[CH:24]=[CH:23][CH:22]=[CH:21][CH:20]=2)[O:27][C:4](=[O:3])[C:5]=1[O:11][C:12]1[CH:17]=[CH:16][CH:15]=[CH:14][CH:13]=1 |f:3.4|. Procedure details: To a is pressure reactor was added 2-phenoxypropanedioicacid diethylester 8.11 g (0.032 moles) and 1-phenyl-1-(trimethylsilyloxy)ethylene 12.35 g (0.064 moles). The vessel was pressurized to 600 psi with N2. The mixture was heated at 100° C. for 8 hours then an additional 63.5 hours at 147-154° C. The vessel was cooled to room temperature and rinsed with ethyl acetate. Crude flash chromatography (hexane/ethyl acetate 1/1) afforded partially purified material which was then flashed on silica gel ... Starting materials: C[O-].[Na+] (sodium methoxide), CC(CS)(C)C (2,2-dimethyl-propane-1-thiol), C(C)(C)(C)OC(=O)NCC=1C=NC(=CC1)CCl (3-(tert-butoxycarbonylamino-methyl)-6-chloromethyl-pyridine). Run in CO (methanol), O (water), C(C)(=O)OCC (ethyl acetate), CO (methanol). Run at time 30 minute. Product: C(C)(C)(C)OC(=O)NCC=1C=NC(=CC1)CSCC(C)(C)C (3-(tert-Butoxycarbonylamino-methyl)-6-[(2,2-dimethylpropyl)thiomethyl]-pyridine). Reaction SMILES: C[O-].[Na+].[CH3:4][C:5]([CH3:9])([CH3:8])[CH2:6][SH:7].[C:10]([O:14][C:15]([NH:17][CH2:18][C:19]1[CH:20]=[N:21][C:22]([CH2:25]Cl)=[CH:23][CH:24]=1)=[O:16])([CH3:13])([CH3:12])[CH3:11]>CO.O.C(OCC)(=O)C>[C:10]([O:14][C:15]([NH:17][CH2:18][C:19]1[CH:20]=[N:21][C:22]([CH2:25][S:7][CH2:6][C:5]([CH3:9])([CH3:8])[CH3:4])=[CH:23][CH:24]=1)=[O:16])([CH3:13])([CH3:12])[CH3:11] |f:0.1|. Reported procedure: Under a nitrogen atmosphere, add sodium methoxide (630 mg, 3.51 mmol, 30% w/w in methanol) to a stirring mixture of 2,2-dimethyl-propane-1-thiol (365 mg, 3.51 mmol) and methanol (10 mL) at room temperature and stir for 30 min. Add 3-(tert-butoxycarbonylamino-methyl)-6-chloromethyl-pyridine (450 mg, 1.76 mmol) in methanol (5 mL) and stir the mixture for 2 h. Dilute the mixture with water and ethyl acetate. Separate the layers and extract the aqueous layer with ethyl acetate. Wash the combined org... Reactants: NC1=C(C=NC=C1C(=O)O)C (4-amino-5-methylnicotinic acid), CN (methylamine), C1(CCC1)N1CCC(CC1)OC1=CC(=C(C=O)C=C1)OC (4-[(1-cyclobutylpiperidin-4-yl)oxy]-2-methoxybenzaldehyde). The product is C1(CCC1)N1CCC(CC1)OC1=CC=C(C=C1)C=1N(C(C2=C(N1)C(=CN=C2)C)=O)C (2-{4-[(1-Cyclobutylpiperidin-4-yl)oxy]phenyl}-3,8-dimethylpyrido[4,3-d]pyrimidin-4(3H)-one). Reaction SMILES: [NH2:1][C:2]1[C:7]([C:8]([OH:10])=O)=[CH:6][N:5]=[CH:4][C:3]=1[CH3:11].[CH3:12][NH2:13].[CH:14]1([N:18]2[CH2:23][CH2:22][CH:21]([O:24][C:25]3[CH:32]=[CH:31][C:28]([CH:29]=O)=[C:27](OC)[CH:26]=3)[CH2:20][CH2:19]2)[CH2:17][CH2:16][CH2:15]1>>[CH:14]1([N:18]2[CH2:23][CH2:22][CH:21]([O:24][C:25]3[CH:32]=[CH:31][C:28]([C:29]4[N:13]([CH3:12])[C:8](=[O:10])[C:7]5[CH:6]=[N:5][CH:4]=[C:3]([CH3:11])[C:2]=5[N:1]=4)=[CH:27][CH:26]=3)[CH2:20][CH2:19]2)[CH2:17][CH2:16][CH2:15]1. Reported procedure: The entitled compound was obtained according to the method of Example 15 but starting from 4-amino-5-methylnicotinic acid, methylamine and 4-[(1-cyclobutylpiperidin-4-yl)oxy]-2-methoxybenzaldehyde. Procedure: To a stirring solution of tert-butyl 4-(3-(hydroxymethyl)-1-(4-(methylsulfonyl)phenyl)-6-oxo-1,6-dihydropyridazin-4-yloxy)piperidine-1-carboxylate (200 mg, 0.417 mmol) in DCM (3 mL) at room temperature under argon was added 4 M HCl in dioxane (0.521 mL, 2.085 mmol). The reaction mixture was stirred at room temperature overnight. Et2O (10 mL) was added to the reaction mixture. The solid product was collected by filtration and further washed with ether (2 mL×2). After drying under vacuum for 2 hou... Reactants: OCC1=NN(C(C=C1OC1CCN(CC1)C(=O)OC(C)(C)C)=O)C1=CC=C(C=C1)S(=O)(=O)C (tert-butyl 4-(3-(hydroxymethyl)-1-(4-(methylsulfonyl)phenyl)-6-oxo-1,6-dihydropyridazin-4-yloxy)piperidine-1-carboxylate), Cl (HCl), O1CCOCC1 (dioxane), CCOCC (Et2O). RXN SMILES: [OH:1][CH2:2][C:3]1[C:8]([O:9][CH:10]2[CH2:15][CH2:14][N:13](C(OC(C)(C)C)=O)[CH2:12][CH2:11]2)=[CH:7][C:6](=[O:23])[N:5]([C:24]2[CH:29]=[CH:28][C:27]([S:30]([CH3:33])(=[O:32])=[O:31])=[CH:26][CH:25]=2)[N:4]=1.[ClH:34].O1CCOCC1.CCOCC>C(Cl)Cl>[ClH:34].[OH:1][CH2:2][C:3]1[C:8]([O:9][CH:10]2[CH2:15][CH2:14][NH:13][CH2:12][CH2:11]2)=[CH:7][C:6](=[O:23])[N:5]([C:24]2[CH:25]=[CH:26][C:27]([S:30]([CH3:33])(=[O:32])=[O:31])=[CH:28][CH:29]=2)[N:4]=1 |f:5.6|. Reaction conditions: time 8 hour. The yield is 100.0%. The product is Cl.OCC=1C(=CC(N(N1)C1=CC=C(C=C1)S(=O)(=O)C)=O)OC1CCNCC1 (6-(hydroxymethyl)-2-(4-(methylsulfonyl)phenyl)-5-(piperidin-4-yloxy)pyridazin-3(2H)-one HCl salt). The solvent is C(Cl)Cl (DCM). The reactants are C(C)(C)(C)C1=CC=C(C=C1)S(=O)(=O)NC1=NC(=NC(=C1OC1=C(C=CC=C1)OC)Cl)N1CCN(CC1)C(C)C (4-t-butyl-N-[6-chloro-2-(4-isopropyl -piperazinyl)-5-(2-methoxyphenoxy)-4-pyrimidinyl]-benzenesulfonamide), C(CCO)O (1,3-propanediol). Yields the product C(C)(C)(C)C1=CC=C(C=C1)S(=O)(=O)NC1=NC(=NC(=C1OC1=C(C=CC=C1)OC)OCCCO)N1CCN(CC1)C(C)C (4-t-butyl-N-[6-(3-hydroxypropyloxy)-2-(4-isopropylpiperazinyl)-5-(2-methoxyphenoxy)-4-pyrimidinyl]benzenesulfonamide). RXN SMILES: [C:1]([C:5]1[CH:10]=[CH:9][C:8]([S:11]([NH:14][C:15]2[C:20]([O:21][C:22]3[CH:27]=[CH:26][CH:25]=[CH:24][C:23]=3[O:28][CH3:29])=[C:19](Cl)[N:18]=[C:17]([N:31]3[CH2:36][CH2:35][N:34]([CH:37]([CH3:39])[CH3:38])[CH2:33][CH2:32]3)[N:16]=2)(=[O:13])=[O:12])=[CH:7][CH:6]=1)([CH3:4])([CH3:3])[CH3:2].[CH2:40]([OH:44])[CH2:41][CH2:42][OH:43]>>[C:1]([C:5]1[CH:10]=[CH:9][C:8]([S:11]([NH:14][C:15]2[C:20]([O:21][C:22]3[CH:27]=[CH:26][CH:25]=[CH:24][C:23]=3[O:28][CH3:29])=[C:19]([O:43][CH2:42][CH2:41][CH2:40][OH:44])[N:18]=[C:17]([N:31]3[CH2:36][CH2:35][N:34]([CH:37]([CH3:39])[CH3:38])[CH2:33][CH2:32]3)[N:16]=2)(=[O:13])=[O:12])=[CH:7][CH:6]=1)([CH3:4])([CH3:3])[CH3:2]. Procedure details: The procedure described in Synthesis Example 3 was repeated by use of 4-t-butyl-N-[6-chloro-2-(4-isopropyl -piperazinyl)-5-(2-methoxyphenoxy)-4-pyrimidinyl]-benzenesulfonamide and 1,3-propanediol, to thereby obtain the title compound as a pale yellow oil.